Dataset: the Open Reaction Database (ORD), a public repository of structured organic reaction records. Task: describe an organic reaction: reactants, conditions, products, and yield The reactants are O=C1C(C(=O)O)=CC(=CN1)C1=NC=CN=C1 (1,2-Dihydro-2-oxo-5-(2-pyrazinyl)nicotinic acid), N1C(C=CC=C1)=O (pyridone). The solvent is N1=CC=CC2=CC=CC=C12 (quinoline). Yields the product N1=CCN(C=C1)C=1C=CC(NC1)=O (5-(4-Pyrazinyl)-2(1H)-pyridone). Reaction SMILES: O=C1NC=C([C:11]2[CH:16]=[N:15][CH:14]=[CH:13][N:12]=2)C=C1C(O)=O.[NH:17]1[CH:22]=[CH:21][CH:20]=[CH:19][C:18]1=[O:23]>N1C2C(=CC=CC=2)C=CC=1>[N:12]1[CH:11]=[CH:16][N:15]([C:21]2[CH:20]=[CH:19][C:18](=[O:23])[NH:17][CH:22]=2)[CH2:14][CH:13]=1. Procedure: 1,2-Dihydro-2-oxo-5-(2-pyrazinyl)nicotinic acid (72.5 g) is added as a fine powder to 800 ml of stirred quinoline heated to just below boiling. The reaction mixture is refluxed for 24 hours, allowed to cool to RT and then placed in an ice bath, and the solid crystallized out. The solid is filtered, washed with ether, dried and recrystallized from isopropanol (first treating with charcoal and filtering while hot) yielding the desired decarboxylated pyridone. The reactants are ClC1=C(C#N)C(=CC=C1C=C)F (2-chloro-6-fluoro-3-vinylbenzonitrile), C1=CC(=CC(=C1)Cl)C(=O)OO (mCPBA). Solvent: C(Cl)(Cl)Cl (CHCl3). The product is ClC1=C(C#N)C(=CC=C1C1OC1)F (2-chloro-6-fluoro-3-(oxiran-2-yl)benzonitrile). As a reaction SMILES: [Cl:1][C:2]1[C:9]([CH:10]=[CH2:11])=[CH:8][CH:7]=[C:6]([F:12])[C:3]=1[C:4]#[N:5].C1C=C(Cl)C=C(C(OO)=[O:21])C=1>C(Cl)(Cl)Cl>[Cl:1][C:2]1[C:9]([CH:10]2[CH2:11][O:21]2)=[CH:8][CH:7]=[C:6]([F:12])[C:3]=1[C:4]#[N:5]. Procedure: 2-chloro-6-fluoro-3-vinylbenzonitrile dissolved in CHCl3 (300 mL) then added mCPBA (29.4 g, 171 mmol) and stirred at RT for 16 h. When TLC showed starting materials were consumed, the mixture was washed with Na2S2O3 (1×), 1N NaOH (1×), brine (2×), then dried over Na2SO4. Filtered and concentrated then purified by MPLC chromatography using 330 g ISCO Redi-sep column and eluted with 20% ethyl acetate/hexane solvent system to yield 2-chloro-6-fluoro-3-(oxiran-2-yl)benzonitrile.